This data is from the Open Reaction Database (ORD), a public repository of structured organic reaction records. The task is: describe an organic reaction: reactants, conditions, products, and yield Reactants: C1CCOC1, CC(O)CNC(=Nc1ccncc1)NC#N, CC(C)OC(=O)N=NC(=O)OC(C)C, c1ccc(P(c2ccccc2)c2ccccc2)cc1. Product: CC1CNC(=NC#N)N1c1ccncc1. RXN SMILES: [CH2:50]1[O:51][CH2:52][CH2:53][CH2:54]1.[CH3:1][CH:2]([CH2:3][NH:4][C:5](=[N:6][c:7]1[cH:8][cH:9][n:10][cH:11][cH:12]1)[NH:13][C:14]#[N:15])[OH:16].[O:36]=[C:37]([O:38][CH:39]([CH3:40])[CH3:41])[N:42]=[N:43][C:44]([O:45][CH:46]([CH3:47])[CH3:48])=[O:49].[c:17]1([P:18]([c:19]2[cH:20][cH:21][cH:22][cH:23][cH:24]2)[c:25]2[cH:26][cH:27][cH:28][cH:29][cH:30]2)[cH:31][cH:32][cH:33][cH:34][cH:35]1>>[CH3:1][CH:2]1[CH2:3][NH:4][C:5](=[N:13][C:14]#[N:15])[N:6]1[c:7]1[cH:8][cH:9][n:10][cH:11][cH:12]1. The reactants are C(CC)C1=CC=C(C=C1)Br (4-n-propylbromobenzene), [Mg] (magnesium), BrC1=CC=C(C=C1)C(F)(F)F (4-bromotrifluorotoluene), [(diphenylphosphine)ferrocenyl]palladium(II) chloride, [Cl-].[NH4+] (ammonium chloride). The reagents and catalysts are [Br-].[Zn+2].[Br-] (zinc bromide). Run in C1CCOC1 (THF), C1CCOC1 (THF), C1CCOC1 (THF). Reaction conditions: time 2 hour. Yields the product C(CC)C1=CC=C(C=C1)C1=CC=C(C=C1)C(F)(F)F (4-(4-n-propylphenyl)trifluorotoluene). Reaction SMILES: [CH2:1]([C:4]1[CH:9]=[CH:8][C:7](Br)=[CH:6][CH:5]=1)[CH2:2][CH3:3].[Mg].Br[C:13]1[CH:18]=[CH:17][C:16]([C:19]([F:22])([F:21])[F:20])=[CH:15][CH:14]=1.[Cl-].[NH4+]>C1COCC1.[Br-].[Zn+2].[Br-]>[CH2:1]([C:4]1[CH:9]=[CH:8][C:7]([C:13]2[CH:18]=[CH:17][C:16]([C:19]([F:22])([F:21])[F:20])=[CH:15][CH:14]=2)=[CH:6][CH:5]=1)[CH2:2][CH3:3] |f:3.4,6.7.8|. Procedure details: 11.2 g of anhydrous zinc bromide in 25 ml of THF are added dropwise at about 0° to a Grignard solution prepared from 20 g of 4-n-propylbromobenzene and 2.4 g of magnesium turnings in 100 ml of THF. After the mixture has been stirred for 2 hours, a mixture of 22.5 g of 4-bromotrifluorotoluene, 1.5 g of [(diphenylphosphine)ferrocenyl]palladium(II) chloride and 25 ml of THF is added dropwise, and the mixture is stirred for 24 hours at room temperature and poured into 100 ml of saturated ammonium ch... Starting materials: Cl (hydrochloric acid), BrCCCOC1=C(C=C(C=C1)OC)C1SC2=C(N(C1=O)C)C=CC=C2 (2-[2-(3-bromopropoxy)-5-methoxyphenyl]-3,4-dihydro-4-methyl-3-oxo-2H-1,4-benzothiazine), C([O-])([O-])=O.[Na+].[Na+] (sodium carbonate), CNCCOC1=CC2=C(C=C1)OCO2 (N-methyl-2-[(3,4-methylenedioxy)phenoxy]ethylamine). Run in C(Cl)(Cl)Cl (chloroform), CN(C=O)C (dimethylformamide). Reaction conditions: temperature 80 celsius, time 2 hour. Product: C(\C=C\C(=O)O)(=O)O.COC=1C=CC(=C(C1)C1SC2=C(N(C1=O)C)C=CC=C2)OCCCN(CCOC2=CC1=C(C=C2)OCO1)C (3,4-Dihydro-2-[5-methoxy-2-[3-[N-methyl-N-[2-[(3,4-methylenedioxy)phenoxy]ethyl]amino]propoxy]phenyl]-4-methyl-3-oxo-2H-1,4-benzothiazine fumarate). Isolated yield 140.2%. RXN SMILES: Br[CH2:2][CH2:3][CH2:4][O:5][C:6]1[CH:11]=[CH:10][C:9]([O:12][CH3:13])=[CH:8][C:7]=1[CH:14]1[C:19](=[O:20])[N:18]([CH3:21])[C:17]2[CH:22]=[CH:23][CH:24]=[CH:25][C:16]=2[S:15]1.[C:26](=[O:29])([O-:28])[O-].[Na+].[Na+].[CH3:32][NH:33][CH2:34][CH2:35][O:36][C:37]1[CH:42]=[CH:41][C:40]2[O:43][CH2:44][O:45][C:39]=2[CH:38]=1.Cl>CN(C)C=O.C(Cl)(Cl)Cl>[C:19]([OH:20])(=[O:36])/[CH:14]=[CH:7]/[C:26]([OH:28])=[O:29].[CH3:13][O:12][C:9]1[CH:10]=[CH:11][C:6]([O:5][CH2:4][CH2:3][CH2:2][N:33]([CH3:32])[CH2:34][CH2:35][O:36][C:37]2[CH:42]=[CH:41][C:40]3[O:43][CH2:44][O:45][C:39]=3[CH:38]=2)=[C:7]([CH:14]2[C:19](=[O:20])[N:18]([CH3:21])[C:17]3[CH:22]=[CH:23][CH:24]=[CH:25][C:16]=3[S:15]2)[CH:8]=1 |f:1.2.3,8.9|. Reported procedure: To a stirred solution of 2-[2-(3-bromopropoxy)-5-methoxyphenyl]-3,4-dihydro-4-methyl-3-oxo-2H-1,4-benzothiazine (1.2 g) and sodium carbonate (0.4 g) in dimethylformamide (5 ml), N-methyl-2-[(3,4-methylenedioxy)phenoxy]ethylamine (0.8 g) was added and the mixture was stirred for 2 hours at 80° C. The reaction mixture was poured into a mixture of chloroform (50 ml) and 2N hydrochloric acid (50 ml). The following treatments were carried out by the similar procedure as in Example 1 to give 1.3 g (70... Starting materials: COC(=O)C(C)(C)CCOc1ccc(C(=O)N2c3ccccc3C(N(C(C)=O)c3ccc(Cl)cc3)CC2C)cn1, CO, Cl, [Na+], C1CCOC1, [OH-]. Product: CC(=O)N(c1ccc(Cl)cc1)C1CC(C)N(C(=O)c2ccc(OCCC(C)(C)C(=O)O)nc2)c2ccccc21. RXN SMILES: [C:1]([CH3:2])(=[O:3])[N:4]([CH:5]1[CH2:6][CH:7]([CH3:33])[N:8]([C:15](=[O:16])[c:17]2[cH:18][cH:19][c:20]([O:23][CH2:24][CH2:25][C:26]([C:27](=[O:28])[O:29][CH3:30])([CH3:31])[CH3:32])[n:21][cH:22]2)[c:9]2[cH:10][cH:11][cH:12][cH:13][c:14]21)[c:34]1[cH:35][cH:36][c:37]([Cl:40])[cH:38][cH:39]1.[CH3:41][OH:42].[ClH:45].[Na+:44].[O:46]1[CH2:47][CH2:48][CH2:49][CH2:50]1.[OH-:43]>>[C:1]([CH3:2])(=[O:3])[N:4]([CH:5]1[CH2:6][CH:7]([CH3:33])[N:8]([C:15](=[O:16])[c:17]2[cH:18][cH:19][c:20]([O:23][CH2:24][CH2:25][C:26]([C:27](=[O:28])[OH:29])([CH3:31])[CH3:32])[n:21][cH:22]2)[c:9]2[cH:10][cH:11][cH:12][cH:13][c:14]21)[c:34]1[cH:35][cH:36][c:37]([Cl:40])[cH:38][cH:39]1.